Dataset: the Open Reaction Database (ORD), a public repository of structured organic reaction records. Task: describe an organic reaction: reactants, conditions, products, and yield Starting materials: [N+](=[N-])=C(C(=O)OCC1=CC=C(C=C1)[N+](=O)[O-])C([C@H](C)[C@H]1NC([C@@H]1[C@@H](C)O)=O)=O (4-nitrobenzyl (4R)-2-diazo-4-[(2R,3S)-3-{(1R)-1-hydroxyethyl}-4-oxoazetidin-2-yl]-3-oxopentanoate), P(=O)(OC1=CC=CC=C1)(OC1=CC=CC=C1)Cl (diphenyl chlorophosphate), C(C)(C)N(CC)C(C)C (N,N-diisopropyl-N-ethylamine), C(C)(C)N(CC)C(C)C (N,N-diisopropyl-N-ethylamine), FCCOC[C@H]1N(C[C@H](C1)S)C(=O)OCC1=CC=C(C=C1)[N+](=O)[O-] ((2S,4S)-2-(2-fluoroethyloxymethyl)-4-mercapto-1-(4-nitrobenzyloxycarbonyl)pyrrolidine). Reagents/catalysts: C(C)(=O)[O-].[Rh+2].C(C)(=O)[O-] (rhodium(II) acetate). Run in C(C)#N (acetonitrile), C(C)#N (acetonitrile), ClC(C)Cl (dichloroethane), C(C)(=O)OCC (ethyl acetate), O (water). Reaction conditions: time 1 hour. The product is FCCOC[C@H]1N(C[C@H](C1)SC1=C(N2C([C@@H]([C@H]2[C@H]1C)[C@@H](C)O)=O)C(=O)OCC1=CC=C(C=C1)[N+](=O)[O-])C(=O)OCC1=CC=C(C=C1)[N+](=O)[O-] (4-nitrobenzyl (4R,5S,6S)-3-[(2S,4S)-2-(2-fluoroethyloxymethyl)-1-(4-nitrobenzyloxycarbonyl)pyrrolidin-4-yl]thio-6-[(1R)-1-hydroxyethyl]-4-methyl-7-oxo-1-azabicyclo[3.2.0]hept-2-ene-2-carboxylate). Yield: 48.7%. RXN SMILES: [N+](=[C:3]([C:17](=O)[C@@H:18]([C@@H:20]1[C@@H:23]([C@H:24]([OH:26])[CH3:25])[C:22](=[O:27])[NH:21]1)[CH3:19])[C:4]([O:6][CH2:7][C:8]1[CH:13]=[CH:12][C:11]([N+:14]([O-:16])=[O:15])=[CH:10][CH:9]=1)=[O:5])=[N-].P(Cl)(OC1C=CC=CC=1)(OC1C=CC=CC=1)=O.C(N(C(C)C)CC)(C)C.[F:55][CH2:56][CH2:57][O:58][CH2:59][C@@H:60]1[CH2:64][C@H:63]([SH:65])[CH2:62][N:61]1[C:66]([O:68][CH2:69][C:70]1[CH:75]=[CH:74][C:73]([N+:76]([O-:78])=[O:77])=[CH:72][CH:71]=1)=[O:67]>ClC(Cl)C.C(#N)C.C([O-])(=O)C.[Rh+2].C([O-])(=O)C.C(OCC)(=O)C.O>[F:55][CH2:56][CH2:57][O:58][CH2:59][C@@H:60]1[CH2:64][C@H:63]([S:65][C:17]2[C@H:18]([CH3:19])[C@H:20]3[N:21]([C:22](=[O:27])[C@@H:23]3[C@H:24]([OH:26])[CH3:25])[C:3]=2[C:4]([O:6][CH2:7][C:8]2[CH:9]=[CH:10][C:11]([N+:14]([O-:16])=[O:15])=[CH:12][CH:13]=2)=[O:5])[CH2:62][N:61]1[C:66]([O:68][CH2:69][C:70]1[CH:71]=[CH:72][C:73]([N+:76]([O-:78])=[O:77])=[CH:74][CH:75]=1)=[O:67] |f:6.7.8|. Reported procedure: To a solution of 4-nitrobenzyl (4R)-2-diazo-4-[(2R,3S)-3-{(1R)-1-hydroxyethyl}-4-oxoazetidin-2-yl]-3-oxopentanoate (0.95 g) in dichloroethane (20 ml) was added rhodium(II) acetate (10 mg) under refluxing in a nitrogen stream. After refluxing for 1 hour, the mixture was concentrated under reduced pressure to give a residue. The residue was dissolved in anhydrous acetonitrile (20 ml). To the mixture were added diphenyl chlorophosphate (0.52 ml) and N,N-diisopropyl-N-ethylamine (0.51 ml) at -10°~-5...